This data is from the Open Reaction Database (ORD), a public repository of structured organic reaction records. The task is: describe an organic reaction: reactants, conditions, products, and yield Reactants: COC(=O)c1c(C(C)C)nc2c(c1-c1ccc(F)cc1)C(O[Si](C)(C)C(C)(C)C)CCC2, O=C([O-])C(O)C(O)C(=O)[O-], Cc1ccccc1, CCOC(C)=O, [K+], [Na+]. The product is CC(C)c1nc2c(c(-c3ccc(F)cc3)c1CO)C(O[Si](C)(C)C(C)(C)C)CCC2. RXN SMILES: [C:1]([CH3:2])([CH3:3])([CH3:4])[Si:5]([O:6][CH:7]1[c:8]2[c:9](-[c:24]3[cH:25][cH:26][c:27]([F:30])[cH:28][cH:29]3)[c:10]([C:20](=[O:21])[O:22][CH3:23])[c:11]([CH:17]([CH3:18])[CH3:19])[n:12][c:13]2[CH2:14][CH2:15][CH2:16]1)([CH3:31])[CH3:32].[C:33]([CH:34]([CH:35]([C:36]([O-:37])=[O:38])[OH:39])[OH:40])([O-:41])=[O:42].[CH3:45][c:46]1[cH:47][cH:48][cH:49][cH:50][cH:51]1.[CH3:52][CH2:53][O:54][C:55](=[O:56])[CH3:57].[K+:44].[Na+:43]>>[C:1]([CH3:2])([CH3:3])([CH3:4])[Si:5]([O:6][CH:7]1[c:8]2[c:9](-[c:24]3[cH:25][cH:26][c:27]([F:30])[cH:28][cH:29]3)[c:10]([CH2:20][OH:21])[c:11]([CH:17]([CH3:18])[CH3:19])[n:12][c:13]2[CH2:14][CH2:15][CH2:16]1)([CH3:31])[CH3:32].